From a dataset of the Open Reaction Database (ORD), a public repository of structured organic reaction records. describe an organic reaction: reactants, conditions, products, and yield The reactants are Cl.C1(CC1)COC1=C(C=CC(=C1)OC)C=1C2=C(N=CN1)C(=C(N2)C)C(=O)N[C@H]2CNCC2 (4-[2-(cyclopropylmethoxy)-4-methoxyphenyl]-6-methyl-N-[(3R)-pyrrolidin-3-yl]-5H-pyrrolo[3,2-d]pyrimidine-7-carboxamide hydrochloride), COCC(=O)Cl (methoxy-acetyl chloride). Yields the product C1(CC1)COC1=C(C=CC(=C1)OC)C=1C2=C(N=CN1)C(=C(N2)C)C(=O)N[C@H]2CN(CC2)C(COC)=O (4-[2-(Cyclopropylmethoxy)-4-methoxyphenyl]-N-[(3R)-1-(methoxyacetyl)pyrrolidin-3-yl]-6-methyl-5H-pyrrolo[3,2-d]pyrimidine-7-carboxamide). As a reaction SMILES: Cl.[CH:2]1([CH2:5][O:6][C:7]2[CH:12]=[C:11]([O:13][CH3:14])[CH:10]=[CH:9][C:8]=2[C:15]2[C:16]3[NH:23][C:22]([CH3:24])=[C:21]([C:25]([NH:27][C@@H:28]4[CH2:32][CH2:31][NH:30][CH2:29]4)=[O:26])[C:17]=3[N:18]=[CH:19][N:20]=2)[CH2:4][CH2:3]1.[CH3:33][O:34][CH2:35][C:36](Cl)=[O:37]>>[CH:2]1([CH2:5][O:6][C:7]2[CH:12]=[C:11]([O:13][CH3:14])[CH:10]=[CH:9][C:8]=2[C:15]2[C:16]3[NH:23][C:22]([CH3:24])=[C:21]([C:25]([NH:27][C@@H:28]4[CH2:32][CH2:31][N:30]([C:36](=[O:37])[CH2:35][O:34][CH3:33])[CH2:29]4)=[O:26])[C:17]=3[N:18]=[CH:19][N:20]=2)[CH2:4][CH2:3]1 |f:0.1|. Procedure: Starting from 4-[2-(cyclopropylmethoxy)-4-methoxyphenyl]-6-methyl-N-[(3R)-pyrrolidin-3-yl]-5H-pyrrolo[3,2-d]pyrimidine-7-carboxamide hydrochloride (example D.f21) and commercially methoxy-acetyl chloride the title compound is obtained as colorless solid.